Dataset: the Open Reaction Database (ORD), a public repository of structured organic reaction records. Task: describe an organic reaction: reactants, conditions, products, and yield The reactants are O.C1(=CC=CC=C1)C(=O)C=O (Phenylglyoxal monohydrate), CCCC=1C=CC=CC1 (n-propylbenzene). Reagents/catalysts: [Ti](Cl)(Cl)(Cl)Cl (titanium tetrachloride). Run in ClC(C)Cl (dichloroethane). Product: C(CC)C1=CC=C(C(C(C2=CC=CC=C2)=O)O)C=C1 (4'-n-propylbenzoin), crystal. Yield: 71.9%. As a reaction SMILES: O.[C:2]1([C:8]([CH:10]=[O:11])=[O:9])[CH:7]=[CH:6][CH:5]=[CH:4][CH:3]=1.[CH3:12][CH2:13][CH2:14][C:15]1[CH:16]=[CH:17][CH:18]=[CH:19][CH:20]=1>ClC(Cl)C.[Ti](Cl)(Cl)(Cl)Cl>[CH2:14]([C:15]1[CH:16]=[CH:17][C:18]([CH:10]([OH:11])[C:8](=[O:9])[C:2]2[CH:7]=[CH:6][CH:5]=[CH:4][CH:3]=2)=[CH:19][CH:20]=1)[CH2:13][CH3:12] |f:0.1|. Reported procedure: Phenylglyoxal monohydrate (304 mg, 2 mM) and n-propylbenzene (0.56 ml, 4 mM) were dissolved in dichloroethane (6 ml), titanium tetrachloride (0.33 ml, 3 mM) was added, and reacted at room temperature for 2 hours. Using the same procedure as in Example 1, 4'-n-propylbenzoin was obtained as crystal (369.9 mg, 71.9% yield). The reactants are CC1(C)OCC(CO)O1, [Na+], [Ni], [OH-], O, [Pd]. Product: CC1(C)OCC(C(=O)O)O1. RXN SMILES: [CH3:1][C:2]1([CH3:9])[O:3][CH2:4][CH:5]([CH2:7][OH:8])[O:6]1.[Na+:11].[Ni:13].[OH-:10].[OH2:12].[Pd:14]>>[CH3:1][C:2]1([CH3:9])[O:3][CH2:4][CH:5]([C:7](=[O:8])[OH:10])[O:6]1.